From a dataset of the Open Reaction Database (ORD), a public repository of structured organic reaction records. describe an organic reaction: reactants, conditions, products, and yield Reactants: [N+](=O)([O-])C=1C=C(NC(C(=O)OCC)=O)C=CC1 (ethyl 3-nitro-oxanilate), CNC (dimethylamine). Run in C(Cl)Cl (methylene chloride). Conditions: time 8 hour. Yields the product CN(C(=O)C(=O)NC1=CC(=CC=C1)[N+](=O)[O-])C (N,N-Dimethyl-N'-(m-nitrophenyl)oxamide). As a reaction SMILES: [N+:1]([C:4]1[CH:5]=[C:6]([CH:15]=[CH:16][CH:17]=1)[NH:7][C:8](=[O:14])[C:9]([O:11]CC)=O)([O-:3])=[O:2].[CH3:18][NH:19][CH3:20]>C(Cl)Cl>[CH3:18][N:19]([CH3:20])[C:9]([C:8]([NH:7][C:6]1[CH:15]=[CH:16][CH:17]=[C:4]([N+:1]([O-:3])=[O:2])[CH:5]=1)=[O:14])=[O:11]. Procedure: A solution of 11.91 gm. (0.05 mole) of ethyl 3-nitro-oxanilate in 500 ml. of methylene chloride is cooled to 5° in an ice bath. There is added slowly, 25 ml. of dimethylamine and the mixture stirred for two hours in an ice-bath. The ice-bath is removed and the mixture allowed to stand at room temperature overnight. Starting materials: COc1ccc2c(Cl)nc(Nc3cc[nH]n3)cc2c1, Oc1cccc(F)c1. Product: COc1ccc2c(Oc3cccc(F)c3)nc(Nc3cc[nH]n3)cc2c1. As a reaction SMILES: [Cl:1][c:2]1[n:3][c:4]([NH:14][c:15]2[n:16][nH:17][cH:18][cH:19]2)[cH:5][c:6]2[cH:7][c:8]([O:12][CH3:13])[cH:9][cH:10][c:11]12.[F:20][c:21]1[cH:22][c:23]([OH:27])[cH:24][cH:25][cH:26]1>>[c:2]1([O:27][c:23]2[cH:22][c:21]([F:20])[cH:26][cH:25][cH:24]2)[n:3][c:4]([NH:14][c:15]2[n:16][nH:17][cH:18][cH:19]2)[cH:5][c:6]2[cH:7][c:8]([O:12][CH3:13])[cH:9][cH:10][c:11]12. Starting materials: CC[Sn](CC)(CC)CC, Nc1c(Br)cc([N+](=O)[O-])cc1[N+](=O)[O-], CN(C)C=O. Yields the product CCc1cc([N+](=O)[O-])cc([N+](=O)[O-])c1N. RXN SMILES: [CH2:15]([CH3:16])[Sn:17]([CH2:18][CH3:19])([CH2:20][CH3:21])[CH2:22][CH3:23].[N+:1](=[O:2])([O-:3])[c:4]1[c:5]([NH2:6])[c:7]([Br:14])[cH:8][c:9]([N+:11](=[O:12])[O-:13])[cH:10]1.[O:24]=[CH:25][N:26]([CH3:27])[CH3:28]>>[N+:1](=[O:2])([O-:3])[c:4]1[c:5]([NH2:6])[c:7]([CH2:15][CH3:16])[cH:8][c:9]([N+:11](=[O:12])[O-:13])[cH:10]1. Reactants: crude product, C(C)(C)(C)OC(NC1=C(C=C(C(=C1)C)C(F)(F)F)N)=O ((2-amino-5-methyl-4-trifluoromethyl-phenyl)-carbamic acid tert-butyl ester), C(C)(C)(C)OC(CC(=O)C1=CC(=NC=C1)C=1C=NC=CC1)=O (3-[2,3′]bipyridinyl-4-yl-3-oxo-propionic acid tert-butyl ester). The product is N1=C(C=C(C=C1)C1=NC2=C(NC(C1)=O)C=C(C(=C2)C)C(F)(F)F)C=2C=NC=CC2 (4-[2,3′]Bipyridinyl-4-yl-7-methyl-8-trifluoromethyl-1,3-dihydro-benzo[b][1,4]diazepin-2-one), solid. As a reaction SMILES: C(OC(=O)[NH:7][C:8]1[CH:13]=[C:12]([CH3:14])[C:11]([C:15]([F:18])([F:17])[F:16])=[CH:10][C:9]=1[NH2:19])(C)(C)C.C(O[C:26](=[O:42])[CH2:27][C:28]([C:30]1[CH:35]=[CH:34][N:33]=[C:32]([C:36]2[CH:37]=[N:38][CH:39]=[CH:40][CH:41]=2)[CH:31]=1)=O)(C)(C)C>>[N:33]1[CH:34]=[CH:35][C:30]([C:28]2[CH2:27][C:26](=[O:42])[NH:19][C:9]3[CH:10]=[C:11]([C:15]([F:16])([F:17])[F:18])[C:12]([CH3:14])=[CH:13][C:8]=3[N:7]=2)=[CH:31][C:32]=1[C:36]1[CH:37]=[N:38][CH:39]=[CH:40][CH:41]=1. Reported procedure: The title compound was prepared from (2-amino-5-methyl-4-trifluoromethyl-phenyl)-carbamic acid tert-butyl ester (Example J20) (116 mg, 0.4 mmol) and 3-[2,3′]bipyridinyl-4-yl-3-oxo-propionic acid tert-butyl ester (Example K57) (119 mg, 0.4 mmol) according to the general procedure M and subsequent treatment of the crude product according to the general procedure N. Obtained as a light yellow solid (95 mg).